This data is from the Open Reaction Database (ORD), a public repository of structured organic reaction records. The task is: describe an organic reaction: reactants, conditions, products, and yield The reactants are CC#N, [Ce], [Ce], O=C1CCC(=O)N1Cl, FC(F)(F)c1cc[nH]n1, O=[N+]([O-])[O-], [NH4+]. Yields the product FC(F)(F)c1n[nH]cc1Cl. As a reaction SMILES: [CH3:25][C:26]#[N:27].[Ce:15].[Ce:16].[Cl:17][N:18]1[C:19](=[O:20])[CH2:21][CH2:22][C:23]1=[O:24].[F:1][C:2]([c:3]1[n:4][nH:5][cH:6][cH:7]1)([F:8])[F:9].[N+:10]([O-:11])([O-:12])=[O:13].[NH4+:14]>>[F:1][C:2]([c:3]1[n:4][nH:5][cH:6][c:7]1[Cl:17])([F:8])[F:9]. RXN SMILES: Cl[C:2]1[CH:7]=[C:6]([C:8]([F:11])([F:10])[F:9])[N:5]=[C:4]([C:12]2[CH:17]=[C:16]([Cl:18])[N:15]=[C:14]([Cl:19])[CH:13]=2)[N:3]=1.[Cl:20][C:21]1[CH:27]=[CH:26][C:25]([O:28][CH3:29])=[CH:24][C:22]=1[NH2:23]>>[Cl:20][C:21]1[CH:27]=[CH:26][C:25]([O:28][CH3:29])=[CH:24][C:22]=1[NH:23][C:2]1[CH:7]=[C:6]([C:8]([F:11])([F:10])[F:9])[N:5]=[C:4]([C:12]2[CH:17]=[C:16]([Cl:18])[N:15]=[C:14]([Cl:19])[CH:13]=2)[N:3]=1. The yield is 18.2%. Product: ClC1=C(NC2=NC(=NC(=C2)C(F)(F)F)C2=CC(=NC(=C2)Cl)Cl)C=C(C=C1)OC (4-(2-Chloro-5-methoxyanilino)-2-(2,6-dichloro-4-pyridinyl)-6-trifluoromethyl-pyrimidine), solid. The reactants are ClC1=NC(=NC(=C1)C(F)(F)F)C1=CC(=NC(=C1)Cl)Cl (4-chloro-2-(2,6-dichloro-4-pyridinyl)-6-trifluoromethyl-pyrimidine), ClC1=C(N)C=C(C=C1)OC (2-chloro-5-methoxyaniline). Procedure details: The title compound was prepared from 4-chloro-2-(2,6-dichloro-4-pyridinyl)-6-trifluoromethyl-pyrimidine (52 mg, 0.159 mmol) and 2-chloro-5-methoxyaniline (40 mg, 0.255 mmol) similar to Example 160 and was isolated as a yellow crystalline solid (13 mg, 0.029 mmol, 18%). 1H NMR (CDCl3): 8.27 (s, 2H), 7.76 (s, br, 1H), 7.40 (s, 1H), 7.38 (s, 1H), 7.02 (s, 1H), 6.77 (m, 1H), 3.90 (s, 3H). The reactants are ClC1=NC2=CC(=CC(=C2C(=C1C)Cl)F)F (2,4-dichloro-5,7-difluoro-3-methylquinoline), C([O-])([O-])=O.[K+].[K+] (potassium carbonate), CC1=C(C=CC(=C1)C(F)(F)F)B(O)O (2-methyl-4-(trifluoromethyl)phenylboronic acid), palladium tetrakistriphenylphosphine. The solvent is C1(=CC=CC=C1)C (toluene). The product is ClC1=C(C(=NC2=CC(=CC(=C12)F)F)C1=C(C=C(C=C1)C(F)(F)F)C)C (4-chloro-5,7-difluoro-3-methyl-2-(2-methyl-4-(trifluoromethyl)phenyl)quinoline). Reaction SMILES: Cl[C:2]1[C:11]([CH3:12])=[C:10]([Cl:13])[C:9]2[C:4](=[CH:5][C:6]([F:15])=[CH:7][C:8]=2[F:14])[N:3]=1.[CH3:16][C:17]1[CH:22]=[C:21]([C:23]([F:26])([F:25])[F:24])[CH:20]=[CH:19][C:18]=1B(O)O.C(=O)([O-])[O-].[K+].[K+]>C1(C)C=CC=CC=1>[Cl:13][C:10]1[C:9]2[C:4](=[CH:5][C:6]([F:15])=[CH:7][C:8]=2[F:14])[N:3]=[C:2]([C:18]2[CH:19]=[CH:20][C:21]([C:23]([F:24])([F:26])[F:25])=[CH:22][C:17]=2[CH3:16])[C:11]=1[CH3:12] |f:2.3.4|. Procedure: The Suzuki coupled product was prepared according to Procedure F using 2,4-dichloro-5,7-difluoro-3-methylquinoline (0.50 g, 2.02 mmol), 2-methyl-4-(trifluoromethyl)phenylboronic acid (0.411 g, 2.02 mmol), palladium tetrakistriphenylphosphine (0.23 g, 0.20 mmol), potassium carbonate (0.56 g, 4.03 mmol) in toluene (4 mL) at 100° C. for 3 h to give 4-chloro-5,7-difluoro-3-methyl-2-(2-methyl-4-(trifluoromethyl)phenyl)quinoline as a yellow oil. Mass Spectrum (ESI) m/e=372.1 (M+1). Reactants: N1=C(C=NC=C1)C(=O)O (2-pyrazinecarboxylic acid), O.ON1N=NC2=C1C=CC=C2 (1-hydroxybenzotriazole monohydrate), CN1CCOCC1 (4-methylmorpholine), C(CCl)Cl (EDC), N1N=C(C2=CC=CC=C12)/C=C/C1=C(C=CC=C1)N ((E)-2-[2-(1H-indazol-3-yl)vinyl]phenylamine), C(O)([O-])=O.[Na+] (sodium hydrogencarbonate). Run in C1CCOC1 (THF). Reaction conditions: time 3 hour. Product: N1N=C(C2=CC=CC=C12)/C=C/C1=C(C=CC=C1)NC(=O)C1=NC=CN=C1 ((E)-N-{2-[2-(1H-indazol-3-yl)vinyl]phenyl}pyrazine-2-carboxamide). The yield is 28.2%. RXN SMILES: [NH:1]1[C:9]2[C:4](=[CH:5][CH:6]=[CH:7][CH:8]=2)[C:3](/[CH:10]=[CH:11]/[C:12]2[CH:17]=[CH:16][CH:15]=[CH:14][C:13]=2[NH2:18])=[N:2]1.[N:19]1[CH:24]=[CH:23][N:22]=[CH:21][C:20]=1[C:25](O)=[O:26].O.ON1C2C=CC=CC=2N=N1.CN1CCOCC1.C(Cl)CCl.C(=O)([O-])O.[Na+]>C1COCC1>[NH:1]1[C:9]2[C:4](=[CH:5][CH:6]=[CH:7][CH:8]=2)[C:3](/[CH:10]=[CH:11]/[C:12]2[CH:17]=[CH:16][CH:15]=[CH:14][C:13]=2[NH:18][C:25]([C:20]2[CH:21]=[N:22][CH:23]=[CH:24][N:19]=2)=[O:26])=[N:2]1 |f:2.3,6.7|. Reported procedure: (E)-2-[2-(1H-indazol-3-yl)vinyl]phenylamine (60 mg, 0.26 mmol) was dissolved in THF (5 mL) and the solution was added with 2-pyrazinecarboxylic acid (38 mg, 0.31 mmol), 1-hydroxybenzotriazole monohydrate (51 mg, 0.33 mmol), 4-methylmorpholine (47 μL, 0.51 mmol) and EDC (68 mg, 0.36 mmol), followed by stirring at room temperature for 3 hours. The reaction mixture was added with saturated aqueous sodium hydrogencarbonate solution and extracted with ethyl acetate. The organic layer was sequentially... The reactants are CCOC(=O)C=P(c1ccccc1)(c1ccccc1)c1ccccc1, ClCCl, O=Cc1cccc([N+](=O)[O-])c1. The product is CCOC(=O)C=Cc1cccc([N+](=O)[O-])c1. As a reaction SMILES: [CH2:12]([CH3:13])[O:14][C:15]([CH:16]=[P:17]([c:18]1[cH:19][cH:20][cH:21][cH:22][cH:23]1)([c:24]1[cH:25][cH:26][cH:27][cH:28][cH:29]1)[c:30]1[cH:31][cH:32][cH:33][cH:34][cH:35]1)=[O:36].[Cl:37][CH2:38][Cl:39].[N+:1](=[O:2])([O-:3])[c:4]1[cH:5][c:6]([CH:7]=[O:8])[cH:9][cH:10][cH:11]1>>[N+:1](=[O:2])([O-:3])[c:4]1[cH:5][c:6]([CH:7]=[CH:16][C:15]([O:14][CH2:12][CH3:13])=[O:36])[cH:9][cH:10][cH:11]1.